This data is from the Open Reaction Database (ORD), a public repository of structured organic reaction records. The task is: describe an organic reaction: reactants, conditions, products, and yield Reactants: Brc1cc(ccn1)c2cc3C(=O)NCCc3[nH]2, CC1(C)OB(OC1(C)C)c2cccc(c2)C3(CC3)NC(=O)OCc4ccccc4. The reagents and catalysts are CCN=P(N=P(N(C)C)(N(C)C)N(C)C)(N(C)C)N(C)C (P2-Et), CC(C)c1cc(C(C)C)c(-c2ccccc2[PH](C(C)(C)C)(C(C)(C)C)[Pd]2(OS(C)(=O)=O)Nc3ccccc3-c3ccccc32)c(C(C)C)c1 (tBuXphos G3). The solvent is CS(C)=O (DMSO), O (water), CS(C)=O (DMSO), CS(C)=O (DMSO), CS(C)=O (DMSO). Run at time 22 hour. Yields the product O=C(NC1(CC1)c2cccc(c2)c3cc(ccn3)c4cc5C(=O)NCCc5[nH]4)OCc6ccccc6, Brc1cc(ccn1)c2cc3C(=O)NCCc3[nH]2, c1ccc(-c2ccccc2)cc1. The reactants are COC(=O)CBr, C1CCOC1, CC(C)[N-]C(C)C, CCOC(C)=O, O=C1C2CC(O)CN2C(=O)N1c1cc(Cl)cc(Cl)c1, O=C1C2CC(OCc3ccc(Br)cc3)CN2C(=O)N1c1cc(Cl)cc(Cl)c1, [Li+], O. Product: COC(=O)CC12CC(OCc3ccc(Br)cc3)CN1C(=O)N(c1cc(Cl)cc(Cl)c1)C2=O. As a reaction SMILES: [Br:55][CH2:56][C:57](=[O:58])[O:59][CH3:60].[CH2:61]1[O:62][CH2:63][CH2:64][CH2:65]1.[CH3:21][CH:22]([N-:23][CH:24]([CH3:25])[CH3:26])[CH3:27].[CH3:67][CH2:68][O:69][C:70]([CH3:71])=[O:72].[Cl:1][c:2]1[cH:3][c:4]([N:5]2[C:6](=[O:7])[CH:8]3[CH2:9][CH:10]([OH:11])[CH2:12][N:13]3[C:14]2=[O:15])[cH:16][c:17]([Cl:18])[cH:19]1.[Cl:28][c:29]1[cH:30][c:31]([N:36]2[C:37](=[O:54])[N:38]3[CH:39]([C:40]2=[O:41])[CH2:42][CH:43]([O:45][CH2:46][c:47]2[cH:48][cH:49][c:50]([Br:53])[cH:51][cH:52]2)[CH2:44]3)[cH:32][c:33]([Cl:35])[cH:34]1.[Li+:20].[OH2:66]>>[Cl:28][c:29]1[cH:30][c:31]([N:36]2[C:37](=[O:54])[N:38]3[C:39]([CH2:56][C:57](=[O:58])[O:59][CH3:60])([C:40]2=[O:41])[CH2:42][CH:43]([O:45][CH2:46][c:47]2[cH:48][cH:49][c:50]([Br:53])[cH:51][cH:52]2)[CH2:44]3)[cH:32][c:33]([Cl:35])[cH:34]1. Reactants: CS(=O)(=O)N (methyl sulfonamide), C(CCl)Cl (EDC), BrC=1C=C(CN2C(N(C3=C2C=CC=C3)CCCOC=3C=C(C(=O)O)C=CC3)=NC(=O)OC(C)(C)C)C=CC1 (3-(3-{3-(3-bromo-benzyl)-2-[tert-butoxycarbonylimino]-2,3-dihydro-benzoimidazol-1-yl}-propoxy)-benzoic acid). The reagents and catalysts are CN(C)C=1C=CN=CC1 (DMAP). Solvent: C(C)(C)(C)O (tert-butanol), ClCCl (dichloromethane), CCOC(=O)C (EtOAc). Conditions: time 24 hour. Yields the product C(C)(C)(C)OC(N=C1N(C2=C(N1CC1=CC(=CC=C1)Br)C=CC=C2)CCCOC2=CC(=CC=C2)C(=O)NS(=O)(=O)C)=O ([1-(3-bromo-benzyl)-3-[3-(3-methanesulfonylaminocarbonyl-phenoxy)-propyl]-1,3-dihydro-benzoimidazol-ylidene]-carbamic acid tert-butyl ester). Isolated yield 70.2%. RXN SMILES: [CH3:1][S:2]([NH2:5])(=[O:4])=[O:3].C(Cl)CCl.[Br:10][C:11]1[CH:12]=[C:13]([CH:45]=[CH:46][CH:47]=1)[CH2:14][N:15]1[C:19]2[CH:20]=[CH:21][CH:22]=[CH:23][C:18]=2[N:17]([CH2:24][CH2:25][CH2:26][O:27][C:28]2[CH:29]=[C:30]([CH:34]=[CH:35][CH:36]=2)[C:31](O)=[O:32])[C:16]1=[N:37][C:38]([O:40][C:41]([CH3:44])([CH3:43])[CH3:42])=[O:39]>C(O)(C)(C)C.ClCCl.CN(C1C=CN=CC=1)C.CCOC(C)=O>[C:41]([O:40][C:38](=[O:39])[N:37]=[C:16]1[N:15]([CH2:14][C:13]2[CH:45]=[CH:46][CH:47]=[C:11]([Br:10])[CH:12]=2)[C:19]2[CH:20]=[CH:21][CH:22]=[CH:23][C:18]=2[N:17]1[CH2:24][CH2:25][CH2:26][O:27][C:28]1[CH:36]=[CH:35][CH:34]=[C:30]([C:31]([NH:5][S:2]([CH3:1])(=[O:4])=[O:3])=[O:32])[CH:29]=1)([CH3:44])([CH3:42])[CH3:43]. Procedure: To a solution of methyl sulfonamide (25 mg, 0.26 mmol) in tert-butanol (2.5 ml) and dichloromethane (2.5 ml) at rt under N2 was added EDC (99 mg, 0.52 mmol), DMAP (44 mg, 0.36 mmol) and 3-(3-{3-(3-bromo-benzyl)-2-[tert-butoxycarbonylimino]-2,3-dihydro-benzoimidazol-1-yl}-propoxy)-benzoic acid (150 mg, 0.26 mmol). The reaction was stirred for 24 h and then diluted with EtOAc and washed with a solution of KHSO4. The organic layer was separated, dried (Na2SO4) and concentrated under reduced pressur...